This data is from the Open Reaction Database (ORD), a public repository of structured organic reaction records. The task is: describe an organic reaction: reactants, conditions, products, and yield Starting materials: C(C)OC(COC1=C(C=C(C=C1)SC1=CC=C(C=C1)CO)C)=O (4-[(4-Hydoxymethylphenyl)sulfanyl]-2-methylphenoxy-acetic acid ethyl ester), S(=O)(Cl)Cl (Thionyl chloride). The solvent is C(Cl)(Cl)Cl (chloroform). Reaction conditions: temperature 0 celsius, time 1 hour. Product: C(C)OC(COC1=C(C=C(C=C1)SC1=CC=C(C=C1)CCl)C)=O (4-[(4-Chloromethylphenyl)sulfanyl]-2-methylphenoxy-acetic acid ethyl ester). Yield: 105.9%. Reaction SMILES: [CH2:1]([O:3][C:4](=[O:23])[CH2:5][O:6][C:7]1[CH:12]=[CH:11][C:10]([S:13][C:14]2[CH:19]=[CH:18][C:17]([CH2:20]O)=[CH:16][CH:15]=2)=[CH:9][C:8]=1[CH3:22])[CH3:2].S(Cl)([Cl:26])=O>C(Cl)(Cl)Cl>[CH2:1]([O:3][C:4](=[O:23])[CH2:5][O:6][C:7]1[CH:12]=[CH:11][C:10]([S:13][C:14]2[CH:19]=[CH:18][C:17]([CH2:20][Cl:26])=[CH:16][CH:15]=2)=[CH:9][C:8]=1[CH3:22])[CH3:2]. Procedure: An oven-dried 1 L round-bottomed flask was charged with compound 7.2 (30.0 g, 90.2 mmol) and chloroform (300 mL) and the mixture was cooled to 0° C. Thionyl chloride (7.90 mL, 107 mmol) was added dropwise at 0° C., and the reaction was stirred at room temperature for 1 h. The reaction mixture was concentrated in vacuo to give 7.3 as a slightly yellow oil (33.5 g), which was used in the next step without further purification. 1H NMR (400 MHz) (CDCl3) δ 7.30-7.20 (4H, m); 7.12 (2H, d, J=8.3 Hz); 6... Reactants: ClC1=NC(=CC(=N1)Cl)Cl (2,4,6-trichloropyrimidine), CCN(C(C)C)C(C)C (DIPEA), C[C@@H]1NCCOC1 ((S)-3-methylmorpholine). Run in O1CCOCC1 (dioxane), CCOC(=O)C (EtOAc). Conditions: temperature 130 celsius. Product: ClC1=NC(=NC(=C1)Cl)N1[C@H](COCC1)C ((S)-4-(4,6-Dichloro-pyrimidin-2-yl)-3-methyl-morpholine). The yield is 34.2%. Reaction SMILES: Cl[C:2]1[N:7]=[C:6]([Cl:8])[CH:5]=[C:4]([Cl:9])[N:3]=1.CCN(C(C)C)C(C)C.[CH3:19][C@H:20]1[CH2:25][O:24][CH2:23][CH2:22][NH:21]1>O1CCOCC1.CCOC(C)=O>[Cl:9][C:4]1[CH:5]=[C:6]([Cl:8])[N:7]=[C:2]([N:21]2[CH2:22][CH2:23][O:24][CH2:25][C@@H:20]2[CH3:19])[N:3]=1. Reported procedure: The 2,4,6-trichloropyrimidine (100 mg, 053 mmol) was dissolved in dioxane (2 mL) with DIPEA (280 μL, 1.6 mmol) and (S)-3-methylmorpholine (54 mg, 0.53 mmol). The reaction mixture was heated at 130° C. under microwave irradiations for 15 min. It was then diluted with EtOAc and washed with brine. The organic layer was dried over Na2SO4, filtered and concentrated. The residue was purified by preparative HPLC (Waters Sun Fire C18, 30×100 mm, 5 um; 0.1% TFA-water/acetonitrile; gradient acetonitrile 5...